From a dataset of the Open Reaction Database (ORD), a public repository of structured organic reaction records. describe an organic reaction: reactants, conditions, products, and yield The reactants are CCn1cc(C(=O)O)c(=O)c2c(F)c(F)c(F)c(F)c21, CC#N, CCOCC, NCC1CCNC1. Reaction SMILES: [CH2:1]([CH3:2])[n:3]1[cH:4][c:5]([C:18](=[O:19])[OH:20])[c:6](=[O:17])[c:7]2[c:8]([F:16])[c:9]([F:15])[c:10]([F:14])[c:11]([F:13])[c:12]12.[CH3:28][C:29]#[N:30].[CH3:31][CH2:32][O:33][CH2:34][CH3:35].[NH:21]1[CH2:22][CH:23]([CH2:26][NH2:27])[CH2:24][CH2:25]1>>[CH2:1]([CH3:2])[n:3]1[cH:4][c:5]([C:18](=[O:19])[OH:20])[c:6](=[O:17])[c:7]2[c:8]([F:16])[c:9]([F:15])[c:10]([N:21]3[CH2:22][CH:23]([CH2:26][NH2:27])[CH2:24][CH2:25]3)[c:11]([F:13])[c:12]12. Yields the product CCn1cc(C(=O)O)c(=O)c2c(F)c(F)c(N3CCC(CN)C3)c(F)c21. RXN SMILES: [CH:1]([C:3]([N:6]1[CH:10]=[CH:9][N:8]=[CH:7]1)([CH3:5])[CH3:4])=O.[CH2:11]([O:13][C:14]([CH:16]=P(C1C=CC=CC=1)(C1C=CC=CC=1)C1C=CC=CC=1)=[O:15])[CH3:12]>>[CH2:11]([O:13][C:14](/[CH:16]=[CH:1]/[C:3]([N:6]1[CH:10]=[CH:9][N:8]=[CH:7]1)([CH3:5])[CH3:4])=[O:15])[CH3:12]. Yield: 73.4%. The reactants are C(=O)C(C)(C)N1C=NC=C1 (1-(1-formyl-1-methylethyl)imidazole), C(C)OC(=O)C=P(C1=CC=CC=C1)(C1=CC=CC=C1)C1=CC=CC=C1 (ethoxycarbonylmethylidenetriphenylphosphorane), chloroform. Product: C(C)OC(=O)/C=C/C(C)(C)N1C=NC=C1 ((E)-1-(3-ethoxycarbonyl-1,1-dimethyl-2-propenyl)imidazole). Run at time 8 hour. Reported procedure: A mixture of 0.75 g of 1-(1-formyl-1-methylethyl)imidazole (prepared as described hereafter), 1.80 g of ethoxycarbonylmethylidenetriphenylphosphorane and 9 ml of chloroform was stirred overnight at room temperature. After evaporation under reduced pressure, the residue was purified by column chromatography on silica gel using a mixture of chloroform and ethanol (49:1) as eluent to give 0.79 g of the title compound having the following physical characteristics: Starting materials: C(C1=CC=CC=C1)O (benzyl alcohol), ClC1=NC=CC(=C1)[N+](=O)[O-] (2-chloro-4-nitropyridine), [H-].[Na+] (sodium hydride). Solvent: C1CCOC1 (THF), O (water), C1CCOC1 (THF), C1CCOC1 (THF). Reaction conditions: temperature 0 celsius, time 15 minute. Yields the product C(C1=CC=CC=C1)OC1=CC(=NC=C1)Cl (4-(benzyloxy)-2-chloropyridine). As a reaction SMILES: [H-].[Na+].[CH2:3]([OH:10])[C:4]1[CH:9]=[CH:8][CH:7]=[CH:6][CH:5]=1.[Cl:11][C:12]1[CH:17]=[C:16]([N+]([O-])=O)[CH:15]=[CH:14][N:13]=1>C1COCC1.O>[CH2:3]([O:10][C:16]1[CH:15]=[CH:14][N:13]=[C:12]([Cl:11])[CH:17]=1)[C:4]1[CH:9]=[CH:8][CH:7]=[CH:6][CH:5]=1 |f:0.1|. Procedure details: To a cooled (0° C.) slurry of washed (hexanes) sodium hydride (14.07 g, 352 mmol) in THF (650 mL) was added dropwise a solution of benzyl alcohol (35.2 mL, 337 mmol) in THF (200 mL). After stirring for 15 minutes, a solution of 2-chloro-4-nitropyridine (50 g, 306 mmol) in THF (200 mL) was added dropwise. After heating to reflux for 16 hours, the black slurry was diluted with water (200 mL) and concentrated to remove the THF. The resulting mixture was diluted with more water and filtered. The fil... The reactants are CCOCC, CN(C)C=O, [H-], CCI, [Na+], O=c1[nH]c2ccccc2c(=O)o1. Yields the product CCn1c(=O)oc(=O)c2ccccc21. RXN SMILES: [CH3:18][CH2:19][O:20][CH2:21][CH3:22].[CH3:23][N:24]([CH3:25])[CH:26]=[O:27].[H-:1].[I:15][CH2:16][CH3:17].[Na+:2].[c:3]12[c:4](=[O:5])[o:6][c:7](=[O:14])[nH:8][c:9]1[cH:10][cH:11][cH:12][cH:13]2>>[c:3]12[c:4](=[O:5])[o:6][c:7](=[O:14])[n:8]([CH2:16][CH3:17])[c:9]1[cH:10][cH:11][cH:12][cH:13]2.